This data is from the Open Reaction Database (ORD), a public repository of structured organic reaction records. The task is: describe an organic reaction: reactants, conditions, products, and yield The product is Cc1cc2c(cc1Cl)[nH]c(=O)n2C1CCNCC1. Reaction SMILES: [Cl:1][c:2]1[cH:3][c:4]2[c:5]([n:6]([CH:10]3[CH2:11][CH2:12][N:13]([C:16]([O:17][C:18]([CH3:19])([CH3:20])[CH3:21])=[O:22])[CH2:14][CH2:15]3)[c:7](=[O:9])[nH:8]2)[cH:23][c:24]1[CH3:25].[F:26][c:27]1[c:28]([CH3:29])[cH:30][c:31]2[n:32]([CH:33]3[CH2:34][CH2:35][NH:36][CH2:37][CH2:38]3)[c:39](=[O:40])[nH:41][c:42]2[cH:43]1>>[Cl:1][c:2]1[cH:3][c:4]2[c:5]([n:6]([CH:10]3[CH2:11][CH2:12][NH:13][CH2:14][CH2:15]3)[c:7](=[O:9])[nH:8]2)[cH:23][c:24]1[CH3:25]. Starting materials: Cc1cc2c(cc1Cl)[nH]c(=O)n2C1CCN(C(=O)OC(C)(C)C)CC1, Cc1cc2c(cc1F)[nH]c(=O)n2C1CCNCC1. Reactants: COC(=O)c1cccc(C)n1, CCO, N#CCc1ccc(F)c(Cl)c1, Cl, [H-], [Na+]. Product: Cc1cccc(C(=O)Cc2ccc(F)c(Cl)c2)n1. RXN SMILES: [CH3:14][O:15][C:16](=[O:17])[c:18]1[n:19][c:20]([CH3:24])[cH:21][cH:22][cH:23]1.[CH3:26][CH2:27][OH:28].[Cl:3][c:4]1[cH:5][c:6]([CH2:11][C:12]#[N:13])[cH:7][cH:8][c:9]1[F:10].[ClH:25].[H-:1].[Na+:2]>>[Cl:3][c:4]1[cH:5][c:6]([CH2:11][C:16](=[O:17])[c:18]2[n:19][c:20]([CH3:24])[cH:21][cH:22][cH:23]2)[cH:7][cH:8][c:9]1[F:10]. Reactants: O=C([O-])[O-], Cl, [K+], [K+], C1CCOC1, NC(=O)C1(c2ccccc2)CCNCC1, COc1cc(C(=O)N2CCC(CCCS(=O)(=O)[O-])(c3cccnc3)C2)cc(OC)c1OC. Product: COc1cc(C(=O)N2CCC(CCN3CCC(C(N)=O)(c4ccccc4)CC3)(c3cccnc3)C2)cc(OC)c1OC. As a reaction SMILES: [C:49](=[O:50])([O-:51])[O-:52].[ClH:33].[K+:53].[K+:54].[O:55]1[CH2:56][CH2:57][CH2:58][CH2:59]1.[c:34]1([C:40]2([C:46](=[O:47])[NH2:48])[CH2:41][CH2:42][NH:43][CH2:44][CH2:45]2)[cH:35][cH:36][cH:37][cH:38][cH:39]1.[n:1]1[cH:2][c:3]([C:7]2([CH2:26][CH2:27][CH2:28][S:29]([O-:30])(=[O:31])=[O:32])[CH2:8][N:9]([C:12]([c:13]3[cH:14][c:15]([O:23][CH3:24])[c:16]([O:21][CH3:22])[c:17]([O:19][CH3:20])[cH:18]3)=[O:25])[CH2:10][CH2:11]2)[cH:4][cH:5][cH:6]1>>[n:1]1[cH:2][c:3]([C:7]2([CH2:26][CH2:27][N:43]3[CH2:42][CH2:41][C:40]([c:34]4[cH:35][cH:36][cH:37][cH:38][cH:39]4)([C:46](=[O:47])[NH2:48])[CH2:45][CH2:44]3)[CH2:8][N:9]([C:12]([c:13]3[cH:14][c:15]([O:23][CH3:24])[c:16]([O:21][CH3:22])[c:17]([O:19][CH3:20])[cH:18]3)=[O:25])[CH2:10][CH2:11]2)[cH:4][cH:5][cH:6]1.